describe an organic reaction: reactants, conditions, products, and yield From a dataset of the Open Reaction Database (ORD), a public repository of structured organic reaction records. The reactants are CCOC(=O)CCc1ccc(-n2ccn(-c3ccc(C(=N)N)cc3)c2=O)cc1, ClCCl, CCOC(=O)Cl, Cl, [Na+], [OH-]. The product is CCOC(=O)CCc1ccc(-n2ccn(-c3ccc(C(=N)NC(=O)OCC)cc3)c2=O)cc1. Reaction SMILES: [C:4]([NH2:5])(=[NH:6])[c:7]1[cH:8][cH:9][c:10](-[n:13]2[c:14](=[O:31])[n:15](-[c:18]3[cH:19][cH:20][c:21]([CH2:24][CH2:25][C:26](=[O:27])[O:28][CH2:29][CH3:30])[cH:22][cH:23]3)[cH:16][cH:17]2)[cH:11][cH:12]1.[CH2:38]([Cl:39])[Cl:40].[Cl:32][C:33](=[O:34])[O:35][CH2:36][CH3:37].[ClH:3].[Na+:2].[OH-:1]>>[C:4](=[NH:5])([NH:6][C:33](=[O:34])[O:35][CH2:36][CH3:37])[c:7]1[cH:8][cH:9][c:10](-[n:13]2[c:14](=[O:31])[n:15](-[c:18]3[cH:19][cH:20][c:21]([CH2:24][CH2:25][C:26](=[O:27])[O:28][CH2:29][CH3:30])[cH:22][cH:23]3)[cH:16][cH:17]2)[cH:11][cH:12]1. The reactants are [Cl-].[NH4+] (ammonium chloride), C(=C)[Mg]Br (Vinyl magnesium bromide), C(C1=CC=CC=C1)OC1=C(C=C(C=C1)Cl)[N+](=O)[O-] (2-benzyloxy-5-chloronitrobenzene). Solvent: O1CCCC1 (tetrahydrofuran), O1CCCC1 (tetrahydrofuran). Run at temperature -40 celsius, time 2 hour. Yields the product C(C1=CC=CC=C1)OC=1C=CC(=C2C=CNC12)Cl (7-Benzyloxy-4-chloroindole). Reaction SMILES: [CH:1]([Mg]Br)=[CH2:2].[CH2:5]([O:12][C:13]1[CH:18]=[CH:17][C:16]([Cl:19])=[CH:15][C:14]=1[N+:20]([O-])=O)[C:6]1[CH:11]=[CH:10][CH:9]=[CH:8][CH:7]=1.[Cl-].[NH4+]>O1CCCC1>[CH2:5]([O:12][C:13]1[CH:18]=[CH:17][C:16]([Cl:19])=[C:15]2[C:14]=1[NH:20][CH:2]=[CH:1]2)[C:6]1[CH:11]=[CH:10][CH:9]=[CH:8][CH:7]=1 |f:2.3|. Procedure: M Vinyl magnesium bromide solution in tetrahydrofuran (80 ml) was added to a stirred solution of 2-benzyloxy-5-chloronitrobenzene (5.28 g, 20 mmol) in tetrahydrofuran (160 ml) at -40° C. The mixture was stirred for 2 hours at -40° C. then poured onto saturated ammonium chloride solution (500 ml) and extracted with ether. The extract was dried and evaporated and the residue was chromatographed on silica in ethyl acetate-hexane (1:8) to give a yellow oil. Reactants: CC(C)(C)c1ccc(O)c(O)c1, [BH3-]C#N, O=C(Cc1ccccc1)c1ccc(CCBr)cc1, CC(=O)[O-], CO, CCOC(C)=O, Cl, [NH4+], [Na+], C1COCCO1. The product is Cl, NC(Cc1ccccc1)c1ccc(CCBr)cc1. RXN SMILES: [C:10]([c:11]1[cH:12][c:13]([OH:14])[c:15]([OH:18])[cH:16][cH:17]1)([CH3:19])([CH3:20])[CH3:21].[C:6](#[N:7])[BH3-:8].[CH2:22]([c:23]1[cH:24][cH:25][cH:26][cH:27][cH:28]1)[C:29](=[O:30])[c:31]1[cH:32][cH:33][c:34]([CH2:37][CH2:38][Br:39])[cH:35][cH:36]1.[CH3:2][C:3](=[O:4])[O-:5].[CH3:41][OH:42].[CH3:49][CH2:50][O:51][C:52](=[O:53])[CH3:54].[ClH:40].[NH4+:1].[Na+:9].[O:43]1[CH2:44][CH2:45][O:46][CH2:47][CH2:48]1>>[ClH:40].[NH2:7][CH:29]([CH2:22][c:23]1[cH:24][cH:25][cH:26][cH:27][cH:28]1)[c:31]1[cH:32][cH:33][c:34]([CH2:37][CH2:38][Br:39])[cH:35][cH:36]1. Reactants: CCOC(C)=O, ClCCCl, CC[Si](CC)(CC)OS(=O)(=O)C(F)(F)F, NC(=O)c1nc(N)n[nH]1, Cc1cccc(C)n1. Product: CC[Si](CC)(CC)NC(=O)c1nc(N)n[nH]1. Reaction SMILES: [CH3:37][CH2:38][O:39][C:40](=[O:41])[CH3:42].[Cl:33][CH2:34][CH2:35][Cl:36].[F:18][C:19]([F:20])([F:21])[S:22]([O:23][Si:24]([CH2:25][CH3:26])([CH2:27][CH3:28])[CH2:29][CH3:30])(=[O:31])=[O:32].[NH2:1][c:2]1[n:3][nH:4][c:5]([C:7](=[O:8])[NH2:9])[n:6]1.[n:10]1[c:11]([CH3:12])[cH:13][cH:14][cH:15][c:16]1[CH3:17]>>[NH2:1][c:2]1[n:3][nH:4][c:5]([C:7](=[O:8])[NH:9][Si:24]([CH2:25][CH3:26])([CH2:27][CH3:28])[CH2:29][CH3:30])[n:6]1. Starting materials: COC(=O)c1sc([N+](=O)[O-])cc1N=NN(C)C, CO, [Na+], [OH-]. Yields the product CN(C)N=Nc1cc([N+](=O)[O-])sc1C(=O)O. As a reaction SMILES: [CH3:1][N:2]([CH3:3])[N:4]=[N:5][c:6]1[c:7]([C:14](=[O:15])[O:16][CH3:17])[s:8][c:9]([N+:11](=[O:12])[O-:13])[cH:10]1.[CH3:20][OH:21].[Na+:19].[OH-:18]>>[CH3:1][N:2]([CH3:3])[N:4]=[N:5][c:6]1[c:7]([C:14](=[O:15])[OH:16])[s:8][c:9]([N+:11](=[O:12])[O-:13])[cH:10]1. Reactants: CSCC1=C(c2ccccc2)C(=O)N(C(C)(C)C(=O)O)CO1, CN(C)C=O, CCOC(C)=O, Nc1cc(F)ccc1F, O. The product is CSCC1=C(c2ccccc2)C(=O)N(C(C)(C)C(=O)Nc2cc(F)ccc2F)CO1. RXN SMILES: [CH3:1][S:2][CH2:3][C:4]1=[C:5]([c:17]2[cH:18][cH:19][cH:20][cH:21][cH:22]2)[C:6](=[O:16])[N:7]([C:10]([C:11](=[O:12])[OH:13])([CH3:14])[CH3:15])[CH2:8][O:9]1.[CH3:33][N:34]([CH3:35])[CH:36]=[O:37].[CH3:38][CH2:39][O:40][C:41](=[O:42])[CH3:43].[F:23][c:24]1[c:25]([NH2:26])[cH:27][c:28]([F:31])[cH:29][cH:30]1.[OH2:32]>>[CH3:1][S:2][CH2:3][C:4]1=[C:5]([c:17]2[cH:18][cH:19][cH:20][cH:21][cH:22]2)[C:6](=[O:16])[N:7]([C:10]([C:11](=[O:12])[NH:26][c:25]2[c:24]([F:23])[cH:30][cH:29][c:28]([F:31])[cH:27]2)([CH3:14])[CH3:15])[CH2:8][O:9]1. Reactants: C(C=C)N(C[C@H](C)O)C ((2S)-1-[allyl(methyl)amino]propan-2-ol), FC1=C2C(=NC=NC2=CC=C1)NC1=CC(=C(C=C1)OC=1C=NC(=CC1)C)C (5-fluoro-N-{3-methyl-4-[(6-methylpyridin-3-yl)oxy]phenyl}quinazolin-4-amine). Product: C(C=C)N(C[C@@H](OC1=C2C(=NC=NC2=CC=C1)NC1=CC(=C(C=C1)OC=1C=NC(=CC1)C)C)C)C (5-{(1S)-2-[allyl(methyl)amino]-1-methylethoxy}-N-{3-methyl-4-[(6-methylpyridin-3-yl)oxy]phenyl}quinazolin-4-amine). Yield: 92.0%. As a reaction SMILES: [CH2:1]([N:4]([CH3:9])[CH2:5][C@@H:6]([OH:8])[CH3:7])[CH:2]=[CH2:3].F[C:11]1[CH:20]=[CH:19][CH:18]=[C:17]2[C:12]=1[C:13]([NH:21][C:22]1[CH:27]=[CH:26][C:25]([O:28][C:29]3[CH:30]=[N:31][C:32]([CH3:35])=[CH:33][CH:34]=3)=[C:24]([CH3:36])[CH:23]=1)=[N:14][CH:15]=[N:16]2>>[CH2:1]([N:4]([CH3:9])[CH2:5][C@H:6]([CH3:7])[O:8][C:11]1[CH:20]=[CH:19][CH:18]=[C:17]2[C:12]=1[C:13]([NH:21][C:22]1[CH:27]=[CH:26][C:25]([O:28][C:29]3[CH:30]=[N:31][C:32]([CH3:35])=[CH:33][CH:34]=3)=[C:24]([CH3:36])[CH:23]=1)=[N:14][CH:15]=[N:16]2)[CH:2]=[CH2:3]. Procedure: The procedure described in Example 103, preparation of starting materials, was repeated using (2S)-1-[allyl(methyl)amino]propan-2-ol (obtained as described for the R-antipode in Example 2.3, preparation of starting materials) and 5-fluoro-N-{3-methyl-4-[(6-methylpyridin-3-yl)oxy]phenyl}quinazolin-4-amine (obtained as described in Example 103, preparation of starting materials) to give 5-{(1S)-2-[allyl(methyl)amino]-1-methylethoxy}-N-{3-methyl-4-[(6-methylpyridin-3-yl)oxy]phenyl}quinazolin-4-amin... Reactants: BrC1=CC=C(C(=N1)C)[N+](=O)[O-] (6-bromo-2-methyl-3-nitropyridine), NC=1C(=NC(=CC1)Br)C (3-amino-6-bromo-2-methylpyridine), BrC1=CC=C2C(=N1)C=NN2 (5-bromo-1H-pyrazolo[4,3-b]pyridine), ClCC(C)=O (chloroacetone), BrC=1C=CC=2C(N1)=CN(N2)CC(C)=O (1-(5-bromo-2H-pyrazolo[4,3-b]pyridin-2-yl)propan-2-one), C([O-])([O-])=O.[K+].[K+] (potassium carbonate). Solvent: CC(OCC)=O.CCCCCCC (EA heptane). Yields the product NC(C#N)(CN1N=C2C(N=C(C=C2)Br)=C1)C (2-Amino-3-(5-bromo-2H-pyrazolo[4,3-b]pyridin-2-yl)-2-methylpropionitrile), BrC=1C=CC=2C(N1)=CN(N2)CC(C)=O (1-(5-Bromo-2H-pyrazolo[4,3-b]pyridin-2-yl)propan-2-one), BrC1=CC=C2C(=N1)C=NN2 (5-Bromo-1H-pyrazolo[4,3-b]pyridine), NC=1C(=NC(=CC1)Br)C (3-Amino-6-bromo-2-methylpyridine). Isolated yield 93.0%. RXN SMILES: [Br:1][C:2]1[CH:3]=[CH:4][C:5]2[C:6](=[CH:8][N:9]([CH2:11][C:12](=[O:14])[CH3:13])[N:10]=2)[N:7]=1.ClCC(=O)C.C(=O)([O-])[O-].[K+].[K+].[Br:26][C:27]1[N:32]=[C:31]2[CH:33]=[N:34][NH:35][C:30]2=[CH:29][CH:28]=1.[NH2:36]C1C(C)=NC(Br)=CC=1.[Br:45][C:46]1[N:51]=[C:50]([CH3:52])[C:49]([N+:53]([O-])=O)=[CH:48][CH:47]=1>CC(=O)OCC.CCCCCCC>[NH2:36][C:12]([CH3:13])([CH2:11][N:9]1[CH:8]=[C:6]2[N:7]=[C:2]([Br:1])[CH:3]=[CH:4][C:5]2=[N:10]1)[C:31]#[N:32].[Br:1][C:2]1[CH:3]=[CH:4][C:5]2[C:6](=[CH:8][N:9]([CH2:11][C:12](=[O:14])[CH3:13])[N:10]=2)[N:7]=1.[Br:26][C:27]1[N:32]=[C:31]2[CH:33]=[N:34][NH:35][C:30]2=[CH:29][CH:28]=1.[NH2:53][C:49]1[C:50]([CH3:52])=[N:51][C:46]([Br:45])=[CH:47][CH:48]=1 |f:2.3.4,8.9|. Procedure details: Using a procedure similar to that described in Example 1, except using 2-amino-3-(5-bromo-2H-pyrazolo[4,3-b]pyridin-2-yl)-2-methylpropionitrile (33 mg), the title compound was isolated as a white solid (46 mg, 84%). Rf=0.4 (1:1 EA/heptane). MS (ES): M/Z [M+H]=468. 1H NMR: (400 MHz, DMSO-d6): 1.69 (s, 3H), 5.06-5.24 (m, 2H), 7.44 (d, J=9.0 Hz, 1H), 7.53 (d, J=8.1 Hz, 2H), 7.97 (d, J=8.8 Hz, 2H), 8.12 (d, J=9.0 Hz, 1H), 8.69 (s, 1H) and 8.96 (s, 1H). 19F NMR (376 MHz, DMSO-d6): −57.1 (s, 3F). 2-Am... Starting materials: O=C(OCc1ccccc1)c1cccc(-c2cccnc2)c1OCc1ccccc1, CO, [Na+], C1COCCO1, [OH-]. The product is O=C(O)c1cccc(-c2cccnc2)c1OCc1ccccc1. Reaction SMILES: [CH2:3]([c:4]1[cH:5][cH:6][cH:7][cH:8][cH:9]1)[O:10][c:11]1[c:12]([C:13](=[O:14])[O:15][CH2:16][c:17]2[cH:18][cH:19][cH:20][cH:21][cH:22]2)[cH:23][cH:24][cH:25][c:26]1-[c:27]1[cH:28][n:29][cH:30][cH:31][cH:32]1.[CH3:39][OH:40].[Na+:2].[O:33]1[CH2:34][CH2:35][O:36][CH2:37][CH2:38]1.[OH-:1]>>[CH2:3]([c:4]1[cH:5][cH:6][cH:7][cH:8][cH:9]1)[O:10][c:11]1[c:12]([C:13](=[O:14])[OH:15])[cH:23][cH:24][cH:25][c:26]1-[c:27]1[cH:28][n:29][cH:30][cH:31][cH:32]1. Starting materials: BrB(Br)Br, ClCCl, COc1ccccc1CCNS(=O)(=O)c1ccc(Oc2ccc(F)cc2)cc1, O. Yields the product O=S(=O)(NCCc1ccccc1O)c1ccc(Oc2ccc(F)cc2)cc1. As a reaction SMILES: [B:29]([Br:30])([Br:31])[Br:32].[Cl:34][CH2:35][Cl:36].[F:1][c:2]1[cH:3][cH:4][c:5]([O:6][c:7]2[cH:8][cH:9][c:10]([S:13](=[O:14])(=[O:15])[NH:16][CH2:17][CH2:18][c:19]3[c:20]([O:25][CH3:26])[cH:21][cH:22][cH:23][cH:24]3)[cH:11][cH:12]2)[cH:27][cH:28]1.[OH2:33]>>[F:1][c:2]1[cH:3][cH:4][c:5]([O:6][c:7]2[cH:8][cH:9][c:10]([S:13](=[O:14])(=[O:15])[NH:16][CH2:17][CH2:18][c:19]3[c:20]([OH:25])[cH:21][cH:22][cH:23][cH:24]3)[cH:11][cH:12]2)[cH:27][cH:28]1.